Dataset: the Open Reaction Database (ORD), a public repository of structured organic reaction records. Task: describe an organic reaction: reactants, conditions, products, and yield Starting materials: C1(CCCCC1)CCC(CN1C=NC=C1)=O (1-[4-Cyclohexyl-2-oxo-n-butyl]imidazole), C(CCC)[Mg]Br (butylmagnesium bromide), C(CCC)Br (butyl bromide), [Mg] (magnesium), ]in, O1CCCC1 (tetrahydrofuran), O1CCCC1 (tetrahydrofuran). Reaction conditions: time 1 hour. The product is C1(CCCCC1)CC(CCN1C=NC=C1)(CCCC)O (1-[3-(cyclohexylmethyl)-3-hydroxy-n-heptyl]imidazole). RXN SMILES: [CH:1]1([CH2:7][CH2:8][C:9](=O)[CH2:10][N:11]2[CH:15]=[CH:14][N:13]=[CH:12]2)[CH2:6][CH2:5][CH2:4][CH2:3][CH2:2]1.[CH2:17]([Mg]Br)[CH2:18][CH2:19][CH3:20].C(Br)CCC.[Mg].[O:29]1CCCC1>>[CH:1]1([CH2:7][C:8]([OH:29])([CH2:17][CH2:18][CH2:19][CH3:20])[CH2:9][CH2:10][N:11]2[CH:15]=[CH:14][N:13]=[CH:12]2)[CH2:6][CH2:5][CH2:4][CH2:3][CH2:2]1. Reported procedure: 1-[4-Cyclohexyl-2-oxo-n-butyl]imidazole (2.2 g) in 15 ml of dry tetrahydrofuran was added dropwise to a stirred solution of butylmagnesium bromide [from butyl bromide (2.05 g) and magnesium (0.36 g)]in 20 ml of tetrahydrofuran at 0° C. under nitrogen. After one hour the mixture was allowed to come to room temperature and quenched with saturated ammonium chloride. Most of the tetrahydrofuran was removed under reduced pressure and the residue treated with aqueous potassium carbonate and extracted ... RXN SMILES: [Br:1][C:2]1[C:10]([OH:11])=[CH:9][C:5]([C:6]([OH:8])=[O:7])=[CH:4][C:3]=1[O:12][CH2:13][CH2:14][C:15]1[CH:20]=[CH:19][C:18]([Cl:21])=[CH:17][C:16]=1[Cl:22].[C:23](=O)([O-])[O-].[K+].[K+].CBr.Cl>CN(C=O)C.O>[Br:1][C:2]1[C:10]([O:11][CH3:23])=[CH:9][C:5]([C:6]([OH:8])=[O:7])=[CH:4][C:3]=1[O:12][CH2:13][CH2:14][C:15]1[CH:20]=[CH:19][C:18]([Cl:21])=[CH:17][C:16]=1[Cl:22] |f:1.2.3|. Starting materials: C([O-])([O-])=O.[K+].[K+] (potassium carbonate), Cl (hydrochloric acid), BrC1=C(C=C(C(=O)O)C=C1O)OCCC1=C(C=C(C=C1)Cl)Cl (4-Bromo-3-[2-(2,4-dichlorophenyl)-ethoxy]-5-hydroxy-benzoic acid), CBr (methyl bromide). Procedure details: 0.2 g (0.49 mmol) of 4-Bromo-3-[2-(2,4-dichlorophenyl)-ethoxy]-5-hydroxy-benzoic acid was dissolved in 5 ml DMF and 0.272 mg (1.97 mmol) of potassium carbonate was added. The solution was cooled to 0° C. and 0.699 g (4.9 mmol) methyl bromide was added. The solution was stirred for 16 h at RT. The solvent was removed under reduced pressure. The residue was chromatographed on silica gel eluting with ethyl acetate/n-heptane (1/1). The resulting compound was dissolved in 10 ml dioxan and 1 ml water.... Solvent: CN(C)C=O (DMF), O (water). Yields the product BrC1=C(C=C(C(=O)O)C=C1OC)OCCC1=C(C=C(C=C1)Cl)Cl (4-Bromo-3-[2-(2,4-Dichlorophenyl)-ethoxy]-5-methoxy-benzoic acid). Run at temperature 0 celsius, time 16 hour. Reactants: solution, [H-].[Al+3].[Li+].[H-].[H-].[H-] (lithium aluminum hydride), C(C1=CC=CC=C1)NC=1C2=CC=C(C=C2N=C2CCCC(C12)=O)C (9-benzylamino-3,4-dihydro-6-methylacridin-1(2H)-one). Solvent: C1CCOC1 (THF), O1CCCC1 (tetrahydrofuran). Run at time 1 hour. Yields the product C(C1=CC=CC=C1)NC=1C2=CC=C(C=C2N=C2CCCC(C12)O)C (9-Benzylamino-6-methyl-1,2,3,4-tetrahydroacridin-1-ol). Yield: 86.9%. RXN SMILES: [CH2:1]([NH:8][C:9]1[C:10]2[C:15]([N:16]=[C:17]3[C:22]=1[C:21](=[O:23])[CH2:20][CH2:19][CH2:18]3)=[CH:14][C:13]([CH3:24])=[CH:12][CH:11]=2)[C:2]1[CH:7]=[CH:6][CH:5]=[CH:4][CH:3]=1.[H-].[Al+3].[Li+].[H-].[H-].[H-]>O1CCCC1>[CH2:1]([NH:8][C:9]1[C:10]2[C:15]([N:16]=[C:17]3[C:22]=1[CH:21]([OH:23])[CH2:20][CH2:19][CH2:18]3)=[CH:14][C:13]([CH3:24])=[CH:12][CH:11]=2)[C:2]1[CH:3]=[CH:4][CH:5]=[CH:6][CH:7]=1 |f:1.2.3.4.5.6|. Reported procedure: To a cooled suspension of 3.6 g of 9-benzylamino-3,4-dihydro-6-methylacridin-1(2H)-one in 80 ml of tetrahydrofuran was added 6 ml of 1M solution of lithium aluminum hydride in THF. This was stirred for 1 hour, and thereafter quenched with 7 ml of saturated ammonium chloride solution. The inorganics were filtered and rinsed with ethyl acetate and the combined organics were dried over anhydrous magnesium sulfate. The resulting solid was triturated with ethyl ether to obtain 3.15 g of a solid, mp 1... The reactants are [Br-], CC[Mg+], CC1(C)CCOc2ccc(C#Cc3ccc(C=O)cc3)cc21. Product: CCC(O)c1ccc(C#Cc2ccc3c(c2)C(C)(C)CCO3)cc1. RXN SMILES: [Br-:1].[CH2:2]([CH3:3])[Mg+:4].[CH3:5][C:6]1([CH3:26])[CH2:7][CH2:8][O:9][c:10]2[cH:11][cH:12][c:13]([C:16]#[C:17][c:18]3[cH:19][cH:20][c:21]([CH:22]=[O:23])[cH:24][cH:25]3)[cH:14][c:15]21>>[CH2:2]([CH3:3])[CH:22]([c:21]1[cH:20][cH:19][c:18]([C:17]#[C:16][c:13]2[cH:12][cH:11][c:10]3[c:15]([cH:14]2)[C:6]([CH3:5])([CH3:26])[CH2:7][CH2:8][O:9]3)[cH:25][cH:24]1)[OH:23]. The product is O=C(NC(CO)C(=O)O)OCc1ccccc1. Starting materials: O=C(Cl)OCc1ccccc1, NC(CO)C(=O)O, [Na+], [OH-], O. Reaction SMILES: [Cl:10][C:11](=[O:12])[O:13][CH2:14][c:15]1[cH:16][cH:17][cH:18][cH:19][cH:20]1.[NH2:1][CH:2]([CH2:3][OH:4])[C:5]([OH:6])=[O:7].[Na+:9].[OH-:8].[OH2:21]>>[NH:1]([CH:2]([CH2:3][OH:4])[C:5]([OH:6])=[O:7])[C:11](=[O:12])[O:13][CH2:14][c:15]1[cH:16][cH:17][cH:18][cH:19][cH:20]1. Starting materials: 1(N), [OH-].[Na+] (NaOH), O (water), 1(N), Cl (HCl), C(#N)C=1N=C(C2=CC=C(C=C2C1C1=NC=CC=C1)OC)C(=O)OC (methyl 3-cyano-6-methoxy-4-pyridin-2-ylisoquinoline-1-carboxylate). The solvent is CCO (EtOH). Conditions: temperature 0 celsius, time 4 hour. Yields the product C(#N)C=1N=C(C2=CC=C(C=C2C1C1=NC=CC=C1)OC)C(=O)O (3-cyano-6-methoxy-4-pyridin-2-ylisoquinoline-1-carboxylic acid). As a reaction SMILES: [C:1]([C:3]1[N:4]=[C:5]([C:21]([O:23]C)=[O:22])[C:6]2[C:11]([C:12]=1[C:13]1[CH:18]=[CH:17][CH:16]=[CH:15][N:14]=1)=[CH:10][C:9]([O:19][CH3:20])=[CH:8][CH:7]=2)#[N:2].[OH-].[Na+].O.Cl>CCO>[C:1]([C:3]1[N:4]=[C:5]([C:21]([OH:23])=[O:22])[C:6]2[C:11]([C:12]=1[C:13]1[CH:18]=[CH:17][CH:16]=[CH:15][N:14]=1)=[CH:10][C:9]([O:19][CH3:20])=[CH:8][CH:7]=2)#[N:2] |f:1.2|. Procedure details: To a suspension of methyl 3-cyano-6-methoxy-4-pyridin-2-ylisoquinoline-1-carboxylate (0.04 g, 0.125 mmol) in 3 mL EtOH, was added 0.251 mL 1(N) aqueous NaOH and 1.16 mL water. The reaction was stirred at 0° C. for 4 h and then 1(N) aqueous HCl (0.251 mL) was added. The reaction was warmed up to rt and concentrated to a tan solid (used without further purification).